Dataset: the Open Reaction Database (ORD), a public repository of structured organic reaction records. Task: describe an organic reaction: reactants, conditions, products, and yield The reactants are O=C(Nc1ncnc2c1ncn2C1CC(O)C(CO)O1)c1ccccc1, C1CCOC1, O=C1NC(=O)c2ccccc21, CC(C)OC(=O)N=NC(=O)OC(C)C, c1ccc(P(c2ccccc2)c2ccccc2)cc1. Product: O=C(Nc1ncnc2c1ncn2C1CC(O)C(C(O)N2C(=O)c3ccccc3C2=O)O1)c1ccccc1. Reaction SMILES: [C:31]([c:32]1[cH:33][cH:34][cH:35][cH:36][cH:37]1)(=[O:38])[NH:39][c:40]1[c:41]2[n:42][cH:43][n:44]([CH:45]3[CH2:46][CH:47]([OH:48])[CH:49]([CH2:50][OH:51])[O:52]3)[c:53]2[n:54][cH:55][n:56]1.[CH2:71]1[O:72][CH2:73][CH2:74][CH2:75]1.[O:20]=[C:21]1[NH:22][C:23](=[O:24])[c:25]2[cH:26][cH:27][cH:28][cH:29][c:30]21.[O:57]=[C:58]([O:59][CH:60]([CH3:61])[CH3:62])[N:63]=[N:64][C:65]([O:66][CH:67]([CH3:68])[CH3:69])=[O:70].[c:1]1([P:2]([c:3]2[cH:4][cH:5][cH:6][cH:7][cH:8]2)[c:9]2[cH:10][cH:11][cH:12][cH:13][cH:14]2)[cH:15][cH:16][cH:17][cH:18][cH:19]1>>[O:20]=[C:21]1[N:22]([CH:50]([CH:49]2[CH:47]([OH:48])[CH2:46][CH:45]([n:44]3[cH:43][n:42][c:41]4[c:40]([NH:39][C:31]([c:32]5[cH:33][cH:34][cH:35][cH:36][cH:37]5)=[O:38])[n:56][cH:55][n:54][c:53]43)[O:52]2)[OH:51])[C:23](=[O:24])[c:25]2[cH:26][cH:27][cH:28][cH:29][c:30]21. Reactants: CC1CN(c2nc3cc(C(F)(F)F)cc(Cl)c3[nH]2)CCN1, FC(F)(F)c1cccnc1Cl, O. Product: CC1CN(c2nc3cc(C(F)(F)F)cc(Cl)c3[nH]2)CCN1c1ncccc1C(F)(F)F. RXN SMILES: [Cl:1][c:2]1[cH:3][c:4]([C:18]([F:19])([F:20])[F:21])[cH:5][c:6]2[c:7]1[nH:8][c:9]([N:11]1[CH2:12][CH:13]([CH3:17])[NH:14][CH2:15][CH2:16]1)[n:10]2.[Cl:22][c:23]1[n:24][cH:25][cH:26][cH:27][c:28]1[C:29]([F:30])([F:31])[F:32].[OH2:33]>>[Cl:1][c:2]1[cH:3][c:4]([C:18]([F:19])([F:20])[F:21])[cH:5][c:6]2[c:7]1[nH:8][c:9]([N:11]1[CH2:12][CH:13]([CH3:17])[N:14]([c:23]3[n:24][cH:25][cH:26][cH:27][c:28]3[C:29]([F:30])([F:31])[F:32])[CH2:15][CH2:16]1)[n:10]2. Reactants: C1(CCCC1)C1=C(C=C(COC2=CC=3C(=C4N(C3C=C2)CCC4CC(=O)OC(C)(C)C)C4CC4)C=C1)C(F)(F)F (tert-Butyl 2-(7-(4-cyclopentyl-3-(trifluoromethyl)benzyloxy)-9-cyclopropyl-2,3-dihydro-1H-pyrrolo[1,2-a]indol-1-yl)acetate), NC(C(=O)O)CS (2-amino-3-mercaptopropanoic acid), ice water. Solvent: C(=O)(C(F)(F)F)O (TFA). Run at time 15 minute. Product: C1(CCCC1)C1=C(C=C(COC2=CC=3C(=C4N(C3C=C2)CCC4CC(=O)O)C4CC4)C=C1)C(F)(F)F (2-(7-(4-Cyclopentyl-3-(trifluoromethyl)benzyloxy)-9-cyclopropyl-2,3-dihydro-1H-pyrrolo[1,2-a]indol-1-yl)acetic Acid). The yield is 65.0%. As a reaction SMILES: [CH:1]1([C:6]2[CH:36]=[CH:35][C:9]([CH2:10][O:11][C:12]3[CH:20]=[CH:19][C:18]4[N:17]5[CH2:21][CH2:22][CH:23]([CH2:24][C:25]([O:27]C(C)(C)C)=[O:26])[C:16]5=[C:15]([CH:32]5[CH2:34][CH2:33]5)[C:14]=4[CH:13]=3)=[CH:8][C:7]=2[C:37]([F:40])([F:39])[F:38])[CH2:5][CH2:4][CH2:3][CH2:2]1.NC(CS)C(O)=O>C(O)(C(F)(F)F)=O>[CH:1]1([C:6]2[CH:36]=[CH:35][C:9]([CH2:10][O:11][C:12]3[CH:20]=[CH:19][C:18]4[N:17]5[CH2:21][CH2:22][CH:23]([CH2:24][C:25]([OH:27])=[O:26])[C:16]5=[C:15]([CH:32]5[CH2:34][CH2:33]5)[C:14]=4[CH:13]=3)=[CH:8][C:7]=2[C:37]([F:40])([F:38])[F:39])[CH2:2][CH2:3][CH2:4][CH2:5]1. Reported procedure: tert-Butyl 2-(7-(4-cyclopentyl-3-(trifluoromethyl)benzyloxy)-9-cyclopropyl-2,3-dihydro-1H-pyrrolo[1,2-a]indol-1-yl)acetate (9.2 mg, 0.017 mmol) was added to a solution of 2-amino-3-mercaptopropanoic acid (2.013 mg, 0.017 mmol) in TFA (1 mL) and the resulting mixture was stirred at room temperature for 15 min in a 20 mL sealed scintillation vial. After 15 min, the reaction mixture was poured into approximately 4 mL of ice water. A precipitate formed and was collected by vacuum filtration. The sol... Reactants: C(C)(C)NC(C)C (diisopropylamine), solution, C(CCC)[Li] (n-butyllithium), C(=O)[C@H](C(C)C)NC(OCC1=CC=CC=C1)=O (benzyl [(1S)-1-formyl-2-methylpropyl]carbamate), C(C)(=O)O (Acetic acid), C(C)(=O)OCC (ethyl acetate). Solvent: O1CCCC1 (tetrahydrofuran), CCCCCC (hexane), O1CCCC1 (tetrahydrofuran), O (Water), O1CCCC1 (tetrahydrofuran). Conditions: temperature -78 celsius, time 1 hour. Yields the product C(C1=CC=CC=C1)OC(=O)N[C@H]([C@H](CC(=O)OCC)O)C(C)C (ethyl (3S,4S)-4-{[(benzyloxy)carbonyl]amino}-3-hydroxy-5-methylhexanoate), C(C1=CC=CC=C1)OC(=O)NC(C(=O)[O-])C(CC(C)C)O (([(benzyloxy)carbonyl]amino}-3-hydroxy-5-methylhexanoate). As a reaction SMILES: C(N[CH:5]([CH3:7])[CH3:6])(C)C.C([Li])CCC.[C:13]([O:16][CH2:17][CH3:18])(=[O:15])[CH3:14].[CH:19]([C@@H:21]([NH:25][C:26](=[O:35])[O:27][CH2:28][C:29]1[CH:34]=[CH:33][CH:32]=[CH:31][CH:30]=1)[CH:22]([CH3:24])[CH3:23])=[O:20].[C:36]([OH:39])(=[O:38])[CH3:37]>O1CCCC1.CCCCCC.O>[CH2:28]([O:27][C:26]([NH:25][C@@H:21]([CH:22]([CH3:24])[CH3:23])[C@@H:19]([OH:20])[CH2:14][C:13]([O:16][CH2:17][CH3:18])=[O:15])=[O:35])[C:29]1[CH:34]=[CH:33][CH:32]=[CH:31][CH:30]=1.[CH2:28]([O:27][C:26]([NH:25][CH:37]([CH:13]([OH:15])[CH2:14][CH:5]([CH3:6])[CH3:7])[C:36]([O-:39])=[O:38])=[O:35])[C:29]1[CH:34]=[CH:33][CH:32]=[CH:31][CH:30]=1. Reported procedure: To a solution (40 mL) of diisopropylamine (4.6 mL) in tetrahydrofuran was added 1.6 mol/L solution (20.19 mL) of n-butyllithium in hexane, and the mixture was cooled to −78° C. A solution (5 mL) of ethyl acetate (3.16 mL) in tetrahydrofuran was added dropwise to the mixture at a rate to maintain the reaction mixture at −70° C. or below. After the completion of the dropwise addition, the mixture was stirred at −78° C. for 1 hr, a solution (10 mL) of benzyl [(1S)-1-formyl-2-methylpropyl]carbamate ... Starting materials: CC1=C(NC2=C1C(N(CC2)CCN2CCCC2)=O)C=O (3-methyl-4-oxo-5-(2-pyrrolidin-1-yl-ethyl)-4,5,6,7-tetrahydro-1H-pyrrolo[3,2-c]pyridine-2-carbaldehyde), FC=1C=C2CC(NC2=CC1NC(CO)=O)=O (N-(5-fluoro-2-oxo-2,3-dihydro-1H-indol-6-yl)-2-hydroxy-acetamide). The product is FC=1C=C2C(C(NC2=CC1NC(CO)=O)=O)=CC1=C(C=2C(N(CCC2N1)CCN1CCCC1)=O)C (N-{5-fluoro-3-[3-methyl-4-oxo-5-(2-pyrrolidin-1-yl-ethyl)-4,5,6,7-tetrahydro-1H-pyrrolo[3,2-c]pyridin-2-ylmethylene]-2-oxo-2,3-dihydro-1H-indol-6-yl}-2-hydroxy-acetamide). Yield: 43.0%. As a reaction SMILES: [CH3:1][C:2]1[C:6]2[C:7](=[O:18])[N:8]([CH2:11][CH2:12][N:13]3[CH2:17][CH2:16][CH2:15][CH2:14]3)[CH2:9][CH2:10][C:5]=2[NH:4][C:3]=1[CH:19]=O.[F:21][C:22]1[CH:23]=[C:24]2[C:28](=[CH:29][C:30]=1[NH:31][C:32](=[O:35])[CH2:33][OH:34])[NH:27][C:26](=[O:36])[CH2:25]2>>[F:21][C:22]1[CH:23]=[C:24]2[C:28](=[CH:29][C:30]=1[NH:31][C:32](=[O:35])[CH2:33][OH:34])[NH:27][C:26](=[O:36])[C:25]2=[CH:19][C:3]1[NH:4][C:5]2[CH2:10][CH2:9][N:8]([CH2:11][CH2:12][N:13]3[CH2:14][CH2:15][CH2:16][CH2:17]3)[C:7](=[O:18])[C:6]=2[C:2]=1[CH3:1]. Procedure: The title compound was prepared under the same conditions as described in Example 13 with 3-methyl-4-oxo-5-(2-pyrrolidin-1-yl-ethyl)-4,5,6,7-tetrahydro-1H-pyrrolo[3,2-c]pyridine-2-carbaldehyde and N-(5-fluoro-2-oxo-2,3-dihydro-1H-indol-6-yl)-2-hydroxy-acetamide as starting materials to give N-{5-fluoro-3-[3-methyl-4-oxo-5-(2-pyrrolidin-1-yl-ethyl)-4,5,6,7-tetrahydro-1H-pyrrolo[3,2-c]pyridin-2-ylmethylene]-2-oxo-2,3-dihydro-1H-indol-6-yl}-2-hydroxy-acetamide (40 mg, 43%) as a yellow solid. Starting materials: ClC=1C=CC2=C(C(OC(N2)=O)(C=C)C(F)(F)F)C1 (6-chloro-4-(trifluoromethyl)-4-vinyl-1,4-dihydro-2H-3,1-benzoxazin-2-one), [H-].[Na+] (sodium hydride), [Cl-].[NH4+] (ammonium chloride), CI (methyl iodide). Solvent: CN(C)C=O (DMF), O (water), C(C)(=O)OCC (ethyl acetate). Reaction conditions: temperature 0 celsius, time 30 minute. Product: ClC=1C=CC2=C(C(OC(N2C)=O)(C=C)C(F)(F)F)C1 (6-chloro-1-methyl-4-(trifluoromethyl)-4-vinyl-1,4-dihydro-2H-3,1-benzoxazin-2-one). As a reaction SMILES: [Cl:1][C:2]1[CH:3]=[CH:4][C:5]2[NH:10][C:9](=[O:11])[O:8][C:7]([C:14]([F:17])([F:16])[F:15])([CH:12]=[CH2:13])[C:6]=2[CH:18]=1.[H-].[Na+].[CH3:21]I.[Cl-].[NH4+]>CN(C=O)C.C(OCC)(=O)C.O>[Cl:1][C:2]1[CH:3]=[CH:4][C:5]2[N:10]([CH3:21])[C:9](=[O:11])[O:8][C:7]([C:14]([F:15])([F:16])[F:17])([CH:12]=[CH2:13])[C:6]=2[CH:18]=1 |f:1.2,4.5|. Procedure details: To a stirred solution of 6-chloro-4-(trifluoromethyl)-4-vinyl-1,4-dihydro-2H-3,1-benzoxazin-2-one (100 mg, 0.36 mmol) in DMF (1 mL), sodium hydride (60%, 29 mg, 0.72 mmol) were added at 0° C. After the mixture was stirred at 0° C. for 30 minutes, methyl iodide (44.8 μL, 0.72 mmol) was added dropwise thereto. After the reaction solution was stirred overnight at room temperature, water was added thereto. The solution was diluted with ethyl acetate and a saturated aqueous ammonium chloride solution... The reactants are [Si](C1=CC=CC=C1)(C1=CC=CC=C1)(C(C)(C)C)OCC1=C(C(=C2C(=N1)C(=NO2)C(=O)OCC)Cl)N2C[C@H](O[C@H](C2)C)C (ethyl 5-((tert-butyldiphenylsilyloxy)methyl)-7-chloro-6-((2R,6S)-2,6-dimethylmorpholino)isoxazolo[4,5-b]pyridine-3-carboxylate), [Si](C1=CC=CC=C1)(C1=CC=CC=C1)(C(C)(C)C)OCC1=C(C(=C2C(=N1)C(=NO2)C(=O)OCC)Cl)N2C[C@H](O[C@H](C2)C)C (ethyl 5-((tert-butyldiphenylsilyloxy)methyl)-7-chloro-6-((2R,6S)-2,6-dimethylmorpholino)isoxazolo[4,5-b]pyridine-3-carboxylate), C(C)(C)N (isopropylamine). Product: [Si](C1=CC=CC=C1)(C1=CC=CC=C1)(C(C)(C)C)OCC1=C(C(=C2C(=N1)C(=NO2)C(=O)NC(C)C)Cl)N2C[C@H](O[C@H](C2)C)C (5-((tert-butyldiphenylsilyloxy)methyl)-7-chloro-6-((2R,6S)-2,6-dimethylmorpholino)-N-isopropylisoxazolo[4,5-b]pyridine-3-carboxamide). RXN SMILES: [Si:1]([O:18][CH2:19][C:20]1[N:25]=[C:24]2[C:26]([C:29]([O:31]CC)=O)=[N:27][O:28][C:23]2=[C:22]([Cl:34])[C:21]=1[N:35]1[CH2:40][C@H:39]([CH3:41])[O:38][C@H:37]([CH3:42])[CH2:36]1)([C:14]([CH3:17])([CH3:16])[CH3:15])([C:8]1[CH:13]=[CH:12][CH:11]=[CH:10][CH:9]=1)[C:2]1[CH:7]=[CH:6][CH:5]=[CH:4][CH:3]=1.[CH:43]([NH2:46])([CH3:45])[CH3:44]>>[Si:1]([O:18][CH2:19][C:20]1[N:25]=[C:24]2[C:26]([C:29]([NH:46][CH:43]([CH3:45])[CH3:44])=[O:31])=[N:27][O:28][C:23]2=[C:22]([Cl:34])[C:21]=1[N:35]1[CH2:40][C@H:39]([CH3:41])[O:38][C@H:37]([CH3:42])[CH2:36]1)([C:14]([CH3:15])([CH3:16])[CH3:17])([C:8]1[CH:13]=[CH:12][CH:11]=[CH:10][CH:9]=1)[C:2]1[CH:7]=[CH:6][CH:5]=[CH:4][CH:3]=1. Procedure: Starting material: ethyl 5-((tert-butyldiphenylsilyloxy)methyl)-7-chloro-6-((2R,6S)-2,6-dimethylmorpholino)isoxazolo[4,5-b]pyridine-3-carboxylate (Intermediate 211) and isopropylamine.